Dataset: the Open Reaction Database (ORD), a public repository of structured organic reaction records. Task: describe an organic reaction: reactants, conditions, products, and yield Reactants: CC(C)(C)c1ccc(C=O)cc1, FC(F)(F)c1nnc2ccc(N3CCNCC3)nn12. Yields the product CC(C)(C)c1ccc(CN2CCN(c3ccc4nnc(C(F)(F)F)n4n3)CC2)cc1. RXN SMILES: [C:20]([CH3:21])([CH3:22])([CH3:23])[c:24]1[cH:25][cH:26][c:27]([CH:28]=[O:29])[cH:30][cH:31]1.[N:1]1([c:7]2[cH:8][cH:9][c:10]3[n:11]([n:12]2)[c:13]([C:16]([F:17])([F:18])[F:19])[n:14][n:15]3)[CH2:2][CH2:3][NH:4][CH2:5][CH2:6]1>>[N:1]1([c:7]2[cH:8][cH:9][c:10]3[n:11]([n:12]2)[c:13]([C:16]([F:17])([F:18])[F:19])[n:14][n:15]3)[CH2:2][CH2:3][N:4]([CH2:28][c:27]2[cH:26][cH:25][c:24]([C:20]([CH3:21])([CH3:22])[CH3:23])[cH:31][cH:30]2)[CH2:5][CH2:6]1.